The task is: describe an organic reaction: reactants, conditions, products, and yield. This data is from the Open Reaction Database (ORD), a public repository of structured organic reaction records. The reactants are ClCCC(=O)C1=CC=CC=C1 (β-chloroethyl-phenyl ketone), NC(=S)N (thiourea), O (water). Solvent: C(C)O (ethanol), Cl (hydrogen chloride). The product is Cl.NC1SC=CC(=N1)C1=CC=CC=C1 (2-amino-4-phenyl-1,3-thiazine-hydrochloride). RXN SMILES: [Cl:1][CH2:2][CH2:3][C:4]([C:6]1[CH:11]=[CH:10][CH:9]=[CH:8][CH:7]=1)=O.[NH2:12][C:13]([NH2:15])=[S:14].O>C(O)C.Cl>[ClH:1].[NH2:12][CH:13]1[N:15]=[C:4]([C:6]2[CH:11]=[CH:10][CH:9]=[CH:8][CH:7]=2)[CH:3]=[CH:2][S:14]1 |f:5.6|. Procedure details: 20.3 g (0.1 mol) of β-chloroethyl-phenyl ketone together with 7.6 g (0.1 mol) of thiourea in 100 ml of ethanol in which 0.5% by weight of hydrogen chloride is dissolved, are heated to the boil (for about 3 to 4 hours) until the starting compounds can no longer be detected in a sample by thin-layer chromatography. Thereafter ethanol is azeotropically distilled off whilst toluene is continuously added in the same amount as ethanol distils off and the resulting toluene reaction mixture is boiled fo... Reactants: Cl.CS(=O)(=O)C1=CC=C(C=C1)NN (1-(4-methanesulfonyl-phenyl)-hydrazine hydrochloride), polyphosphoric acid, C(C)(=O)C1=CC=NC=C1 (4-acetylpyridine), C(O)([O-])=O.[Na+] (sodium hydrogencarbonate). Conditions: temperature 150 celsius, time 1 hour. Yields the product CS(=O)(=O)C=1C=C2C=C(NC2=CC1)C1=CC=NC=C1 (5-methanesulfonyl-2-(4-pyridyl)-indole). Reaction SMILES: Cl.[CH3:2][S:3]([C:6]1[CH:11]=[CH:10][C:9]([NH:12]N)=[CH:8][CH:7]=1)(=[O:5])=[O:4].[C:14]([C:17]1[CH:22]=[CH:21][N:20]=[CH:19][CH:18]=1)(=O)[CH3:15].C(=O)([O-])O.[Na+]>>[CH3:2][S:3]([C:6]1[CH:11]=[C:10]2[C:9](=[CH:8][CH:7]=1)[NH:12][C:14]([C:17]1[CH:22]=[CH:21][N:20]=[CH:19][CH:18]=1)=[CH:15]2)(=[O:5])=[O:4] |f:0.1,3.4|. Procedure details: To a mixture of 1-(4-methanesulfonyl-phenyl)-hydrazine hydrochloride (1.0 g) and polyphosphoric acid (15 g), 4-acetylpyridine (0.47 ml) was added and the mixture was stirred at 150° C. for 1 hour. The reaction solution was poured into a saturated aqueous sodium hydrogencarbonate solution and extracted with chloroform. The organic layer was concentrated under reduced pressure. The resulting residue was washed with n-hexane to obtain 0.9591 g of the desired product as a white solid.